This data is from the Open Reaction Database (ORD), a public repository of structured organic reaction records. The task is: describe an organic reaction: reactants, conditions, products, and yield The reactants are CC1=C(C(=NN1C1=CC(=CC=C1)OC(F)(F)F)C1=CC=NC=C1)C(=O)O (5-methyl-3-pyridin-4-yl-1-(3-trifluoromethoxy-phenyl)-1H-pyrazole-4-carboxylic acid), Cl.Cl.N1CCC(CC1)N1[C@@H](CCC1)CO (((S)-1-piperidin-4-yl-pyrrolidin-2-yl)-methanol dihydrochloride). The product is OC[C@H]1N(CCC1)C1CCN(CC1)C(=O)C=1C(=NN(C1C)C1=CC(=CC=C1)OC(F)(F)F)C1=CC=NC=C1 ([4-((S)-2-Hydroxymethyl-pyrrolidin-1-yl)-piperidin-1-yl]-[5-methyl-3-pyridin-4-yl-1-(3-trifluoromethoxy-phenyl)-1H-pyrazol-4-yl]-methanone). Isolated yield 78.0%. Reaction SMILES: [CH3:1][C:2]1[N:6]([C:7]2[CH:12]=[CH:11][CH:10]=[C:9]([O:13][C:14]([F:17])([F:16])[F:15])[CH:8]=2)[N:5]=[C:4]([C:18]2[CH:23]=[CH:22][N:21]=[CH:20][CH:19]=2)[C:3]=1[C:24]([OH:26])=O.Cl.Cl.[NH:29]1[CH2:34][CH2:33][CH:32]([N:35]2[CH2:39][CH2:38][CH2:37][C@H:36]2[CH2:40][OH:41])[CH2:31][CH2:30]1>>[OH:41][CH2:40][C@@H:36]1[CH2:37][CH2:38][CH2:39][N:35]1[CH:32]1[CH2:33][CH2:34][N:29]([C:24]([C:3]2[C:4]([C:18]3[CH:19]=[CH:20][N:21]=[CH:22][CH:23]=3)=[N:5][N:6]([C:7]3[CH:12]=[CH:11][CH:10]=[C:9]([O:13][C:14]([F:17])([F:15])[F:16])[CH:8]=3)[C:2]=2[CH3:1])=[O:26])[CH2:30][CH2:31]1 |f:1.2.3|. Procedure: In analogy to the procedure described in Example 160E], 5-methyl-3-pyridin-4-yl-1-(3-trifluoromethoxy-phenyl)-1H-pyrazole-4-carboxylic acid (Example 160D]) and ((S)-1-piperidin-4-yl-pyrrolidin-2-yl)-methanol dihydrochloride gave the title compound in 78% yield as a light yellow foam. MS: 530.0 (MH+). Reactants: OC1=CC=C(C=C1)C1(CCCCC1)C1=CC=C(C=C1)O (1,1-bis(4-hydroxyphenyl)-cyclohexane), [N-]=C=O (isocyanate), ClC=1C=C(C=C(C1O)Cl)C(C)(C)C1=CC(=C(C(=C1)Cl)O)Cl (2,2-bis(3,5-dichloro-4-hydroxy-phenyl)propane). Yields the product OC1=CC=C(C=C1)C(C)(C)C1=CC=C(C=C1)O (2,2-bis(4-hydroxyphenyl)propane). As a reaction SMILES: [OH:1][C:2]1[CH:7]=[CH:6][C:5]([C:8]2([C:14]3[CH:19]=[CH:18][C:17]([OH:20])=[CH:16][CH:15]=3)[CH2:13]CCC[CH2:9]2)=[CH:4][CH:3]=1.[N-]=C=O.ClC1C=C(C(C2C=C(Cl)C(O)=C(Cl)C=2)(C)C)C=C(Cl)C=1O>>[OH:1][C:2]1[CH:3]=[CH:4][C:5]([C:8]([C:14]2[CH:15]=[CH:16][C:17]([OH:20])=[CH:18][CH:19]=2)([CH3:13])[CH3:9])=[CH:6][CH:7]=1. Procedure: 1,1-bis(4-hydroxyphenyl)-cyclohexane, at a molar ratio of (1):(2) of from 100 mol %:0 mol % to 10 mol %:90 mol %, The reactants are C(=O)(OC(C)(C)C)N1C[C@H](OCC1)CC1=CC(=C(C=C1)OCC)C(F)(F)F (N-Boc-(R)-2-(4-ethoxy-3-trifluoromethylbenzyl)morpholine), intermediate ( a ). Solvent: C(=O)(C(F)(F)F)O (TFA), ClCCl (dichloromethane). The product is C(C)OC1=C(C=C(C[C@@H]2CNCCO2)C=C1)C(F)(F)F ((R)-2-(4-Ethoxy-3-trifluoromethylbenzyl)morpholine), example 10. Isolated yield 85.0%. RXN SMILES: C([N:8]1[CH2:13][CH2:12][O:11][C@H:10]([CH2:14][C:15]2[CH:20]=[CH:19][C:18]([O:21][CH2:22][CH3:23])=[C:17]([C:24]([F:27])([F:26])[F:25])[CH:16]=2)[CH2:9]1)(OC(C)(C)C)=O>C(O)(C(F)(F)F)=O.ClCCl>[CH2:22]([O:21][C:18]1[CH:19]=[CH:20][C:15]([CH2:14][C@H:10]2[O:11][CH2:12][CH2:13][NH:8][CH2:9]2)=[CH:16][C:17]=1[C:24]([F:25])([F:26])[F:27])[CH3:23]. Procedure details: N-Boc-(R)-2-(4-ethoxy-3-trifluoromethylbenzyl)morpholine, intermediate (a), was dissolved in TFA, (20% v/v solution in dichloromethane, 1.2 mL total) over 3 hrs. The reaction mixture was poured onto an SCX-2 column (2 g) and washed with dichloromethane (2 mL×2) and methanol (2 mL×2). The column was then washed with ammonia (2N solution in methanol, 2 mL×3) and the ammonia washes were concentrated in vacuo to yield the desired morpholine, example 10 as a yellow oil (17 mg, 85%). Starting materials: C(Cl)Cl (CH2Cl2), C(C1=CC=CC=C1)OC=1C(=C2CC[C@](OC2=C(C1C)C)(CO)C)C ((S)-(-)-6-benzyloxy-2,5,7,8-tetramethylchroman-2-methanol), C(Cl)Cl (CH2Cl2), N1=CC=CC=C1 (pyridine), CrO3. Product: C(C1=CC=CC=C1)OC=1C(=C2CC[C@](OC2=C(C1C)C)(C=O)C)C ((S)-(+)-6-benzyloxy-2,5,7,8-tetramethylchroman-2-carboxaldehyde). Conditions: time 40 minute. The solvent is C(Cl)(Cl)Cl (CHCl3). Procedure: To a stirred mixture of 36 ml. of dry CH2Cl2, 2.8 ml. of dry pyridine and 1.46 g. (14.6 mmol) of CrO3 was added a solution of 645 mg. (1.98 mmol) of (S)-(-)-6-benzyloxy-2,5,7,8-tetramethylchroman-2-methanol in 5 ml. of CH2Cl2. The dark mixture was stirred for 40 min. at room temperature then the organic solution was decanted and the dark residue was washed with ether and CH2Cl2. The combined organic solutions were diluted with ether, washed with 1 N NaOH, H2O and 1 N HCl and work-up was then com... Reaction SMILES: C(Cl)Cl.N1C=CC=CC=1.[CH2:10]([O:17][C:18]1[C:19]([CH3:33])=[C:20]2[C:25](=[C:26]([CH3:29])[C:27]=1[CH3:28])[O:24][C@:23]([CH3:32])([CH2:30][OH:31])[CH2:22][CH2:21]2)[C:11]1[CH:16]=[CH:15][CH:14]=[CH:13][CH:12]=1>C(Cl)(Cl)Cl>[CH2:10]([O:17][C:18]1[C:19]([CH3:33])=[C:20]2[C:25](=[C:26]([CH3:29])[C:27]=1[CH3:28])[O:24][C@:23]([CH3:32])([CH:30]=[O:31])[CH2:22][CH2:21]2)[C:11]1[CH:16]=[CH:15][CH:14]=[CH:13][CH:12]=1.